Dataset: the Open Reaction Database (ORD), a public repository of structured organic reaction records. Task: describe an organic reaction: reactants, conditions, products, and yield Reactants: C(C)OC(=O)C=1NC2=CC=C(C=C2C1)C1=CC=C(C=C1)C(C)(C)C (5-(4-tert-butylphenyl)indole-2-carboxylic acid ethyl ester), BrC=1C=CC(=NC1)OC1CCCC1 (5-bromo-2-cyclopentoxypyridine), ester. The product is C(C)(C)(C)C1=CC=C(C=C1)C=1C=C2C=C(N(C2=CC1)C=1C=NC(=CC1)OC1CCCC1)C(=O)O (5-(4-tert-Butylphenyl)-1-(6-cyclopentoxypyrid-3-yl)-1H-indole-2-carboxylic acid). RXN SMILES: C([O:3][C:4]([C:6]1[NH:7][C:8]2[C:13]([CH:14]=1)=[CH:12][C:11]([C:15]1[CH:20]=[CH:19][C:18]([C:21]([CH3:24])([CH3:23])[CH3:22])=[CH:17][CH:16]=1)=[CH:10][CH:9]=2)=[O:5])C.Br[C:26]1[CH:27]=[CH:28][C:29]([O:32][CH:33]2[CH2:37][CH2:36][CH2:35][CH2:34]2)=[N:30][CH:31]=1>>[C:21]([C:18]1[CH:17]=[CH:16][C:15]([C:11]2[CH:12]=[C:13]3[C:8](=[CH:9][CH:10]=2)[N:7]([C:26]2[CH:31]=[N:30][C:29]([O:32][CH:33]4[CH2:37][CH2:36][CH2:35][CH2:34]4)=[CH:28][CH:27]=2)[C:6]([C:4]([OH:3])=[O:5])=[CH:14]3)=[CH:20][CH:19]=1)([CH3:24])([CH3:23])[CH3:22]. Procedure: The title compound was prepared in accordance with Example 1(b) from 5-(4-tert-butylphenyl)indole-2-carboxylic acid ethyl ester (see Example 1(a)) and 5-bromo-2-cyclopentoxypyridine (see Example 36(b)), followed by ester hydrolysis in accordance with the procedure described in Example 35, Method 3, step (b). Starting materials: C(C)(C)(C)C1=C(C(=CC(=C1)S)C(C)(C)C)O (2,6-di-tert-butyl-4-mercaptophenol), C1(CCCCC1)N1C(C=CC1=O)=O (N-cyclohexylmaleimide). The solvent is C(C)N(CC)CC (triethylamine). Yields the product C1(CCCCC1)N1C(C(CC1=O)SC1=CC(=C(C(=C1)C(C)(C)C)O)C(C)(C)C)=O (N-Cyclohexyl-2-(3,5-di-tert-butyl-4-hydroxyphenylthio)-succinimide). Isolated yield 50.3%. As a reaction SMILES: [C:1]([C:5]1[CH:10]=[C:9]([SH:11])[CH:8]=[C:7]([C:12]([CH3:15])([CH3:14])[CH3:13])[C:6]=1[OH:16])([CH3:4])([CH3:3])[CH3:2].[CH:17]1([N:23]2[C:27](=[O:28])[CH:26]=[CH:25][C:24]2=[O:29])[CH2:22][CH2:21][CH2:20][CH2:19][CH2:18]1>C(N(CC)CC)C>[CH:17]1([N:23]2[C:27](=[O:28])[CH2:26][CH:25]([S:11][C:9]3[CH:8]=[C:7]([C:12]([CH3:15])([CH3:14])[CH3:13])[C:6]([OH:16])=[C:5]([C:1]([CH3:4])([CH3:3])[CH3:2])[CH:10]=3)[C:24]2=[O:29])[CH2:18][CH2:19][CH2:20][CH2:21][CH2:22]1. Procedure details: The procedure of Example 1 is repeated using 11.95 grams of 2,6-di-tert-butyl-4-mercaptophenol, 8.96 grams of N-cyclohexylmaleimide, and 0.5 grams of triethylamine. The residue is recrystallized from a heptane-toluene mixture to give 10.5 grams of a white solid, m.p. 94°-98° C.